From a dataset of the Open Reaction Database (ORD), a public repository of structured organic reaction records. describe an organic reaction: reactants, conditions, products, and yield Starting materials: [BH4-], CO, CC(C)=O, [Cl-], [K+], [Na+], [Na+], [Na+], [Na+], CCCCC(C)C(=O)C=CC1CCC2(OCCO2)C1CCCCCCCO, O=C([O-])CC(O)(CC(=O)[O-])C(=O)[O-], O=C(O)CC(O)(CC(=O)O)C(=O)O. Yields the product CCCCC(C)C(O)C=CC1CCC2(OCCO2)C1CCCCCCCO. As a reaction SMILES: [BH4-:44].[CH3:61][OH:62].[CH3:63][C:64](=[O:65])[CH3:66].[Cl-:60].[K+:45].[Na+:28].[Na+:29].[Na+:30].[Na+:59].[OH:1][CH2:2][CH2:3][CH2:4][CH2:5][CH2:6][CH2:7][CH2:8][CH:9]1[C:10]2([O:11][CH2:12][CH2:13][O:14]2)[CH2:15][CH2:16][CH:17]1[CH:18]=[CH:19][C:20]([CH:21]([CH2:22][CH2:23][CH2:24][CH3:25])[CH3:26])=[O:27].[OH:31][C:32]([C:33](=[O:34])[O-:35])([CH2:36][C:37](=[O:38])[O-:39])[CH2:40][C:41](=[O:42])[O-:43].[OH:46][C:47]([CH2:48][C:49]([C:50](=[O:51])[OH:52])([CH2:53][C:54](=[O:55])[OH:56])[OH:57])=[O:58]>>[OH:1][CH2:2][CH2:3][CH2:4][CH2:5][CH2:6][CH2:7][CH2:8][CH:9]1[C:10]2([O:11][CH2:12][CH2:13][O:14]2)[CH2:15][CH2:16][CH:17]1[CH:18]=[CH:19][CH:20]([CH:21]([CH2:22][CH2:23][CH2:24][CH3:25])[CH3:26])[OH:27]. Reactants: CNO, CCOC(C)=O, Cl, O=C(Cn1ccnc1)c1ccc2ccccc2c1. Product: C[N+]([O-])=C(Cn1ccnc1)c1ccc2ccccc2c1. RXN SMILES: [CH3:20][NH:21][OH:22].[CH3:23][CH2:24][O:25][C:26](=[O:27])[CH3:28].[ClH:19].[n:1]1([CH2:6][C:7](=[O:8])[c:9]2[cH:10][c:11]3[cH:12][cH:13][cH:14][cH:15][c:16]3[cH:17][cH:18]2)[cH:2][n:3][cH:4][cH:5]1>>[n:1]1([CH2:6][C:7]([c:9]2[cH:10][c:11]3[cH:12][cH:13][cH:14][cH:15][c:16]3[cH:17][cH:18]2)=[N+:21]([CH3:20])[O-:22])[cH:2][n:3][cH:4][cH:5]1. Conditions: temperature 0 celsius, time 2 hour. Procedure: Alternatively, the above reaction was carried out using a reverse addition procedure: a solution was prepared from 5.5 ml of ethyl formate, 3.3 g of trans-(±)-1-n-propyl-7-oxodecahydroquinoline and 20 ml THF. This solution was added to a solution of 3.8 g of potassium t-tutoxide in 80 ml of THF. The reaction mixture was stirred for 2 hours at about 0° C. at which time TLC indicated that all the starting ketone had reacted. The pH was adjusted to about 6 by the addition of 10% hydrochloric acid. ... Product: [Cl-].C1(=CC=CC=C1)[N+]#N (phenyldiazonium chloride), C(CC)N1CCC[C@@H]2CC(C(C[C@@H]12)=O)=NNC1=CC=CC=C1 (trans-(±)-1-n-propyl-6-phenylhydrazono-7-oxodecahydroquinoline). Run in O (water), C1CCOC1 (THF), C1CCOC1 (THF). Reactants: C(C)(=O)[O-].[Na+] (sodium acetate), ketone, N#N (N2), [Cl-].C1(=CC=CC=C1)[N+]#N (phenyldiazonium chloride), NC1=CC=CC=C1 (aniline), C(=O)OCC (ethyl formate), C(CC)N1CCC[C@@H]2CCC(C[C@@H]12)=O (trans-(±)-1-n-propyl-7-oxodecahydroquinoline), [K] (potassium), trans-(±)-1-n-propyl-6-formyl-7-oxo-decahydroquinoline, Cl (hydrochloric acid). Reaction SMILES: C(OCC)=O.[CH2:6]([N:9]1[C@H:18]2[C@@H:13]([CH2:14][CH2:15][C:16](=[O:19])[CH2:17]2)[CH2:12][CH2:11][CH2:10]1)[CH2:7][CH3:8].[K].[ClH:21].C([O-])(=O)C.[Na+].NC1C=CC=CC=1.N#N.[Cl-].[C:37]1([N+:43]#[N:44])[CH:42]=[CH:41][CH:40]=[CH:39][CH:38]=1>C1COCC1.O>[Cl-:21].[C:37]1([N+:43]#[N:44])[CH:42]=[CH:41][CH:40]=[CH:39][CH:38]=1.[CH2:6]([N:9]1[C@H:18]2[C@@H:13]([CH2:14][C:15](=[N:44][NH:43][C:37]3[CH:42]=[CH:41][CH:40]=[CH:39][CH:38]=3)[C:16](=[O:19])[CH2:17]2)[CH2:12][CH2:11][CH2:10]1)[CH2:7][CH3:8] |f:4.5,8.9,12.13,^1:19|. Reactants: BrC1=C(N=NC(=C1)Cl)N (4-Bromo-6-chloro-3-pyridazineamine), COC1=CC(=C(C=C1)B(O)O)C (4-methoxy-2-methylphenylboronic acid), C([O-])([O-])=O.[Na+].[Na+] (sodium carbonate). Solvent: C1(=CC=CC=C1)C (toluene), C(C)O (ethanol). Reaction conditions: temperature 100 celsius, time 12 hour. Yields the product ClC1=CC(=C(N=N1)N)C1=C(C=C(C=C1)OC)C (6-Chloro-4-(4-methoxy-2-methylphenyl)-3-pyridazineamine). The yield is 54.9%. As a reaction SMILES: Br[C:2]1[CH:7]=[C:6]([Cl:8])[N:5]=[N:4][C:3]=1[NH2:9].[CH3:10][O:11][C:12]1[CH:17]=[CH:16][C:15](B(O)O)=[C:14]([CH3:21])[CH:13]=1.C(=O)([O-])[O-].[Na+].[Na+]>C1(C)C=CC=CC=1.C(O)C>[Cl:8][C:6]1[N:5]=[N:4][C:3]([NH2:9])=[C:2]([C:15]2[CH:16]=[CH:17][C:12]([O:11][CH3:10])=[CH:13][C:14]=2[CH3:21])[CH:7]=1 |f:2.3.4|. Procedure: 4-Bromo-6-chloro-3-pyridazineamine (12 g) and 4-methoxy-2-methylphenylboronic acid (10.5 g) were dissolved in a mixed solvent of toluene (240 mL) and ethanol (45 mL), then tetrakistriphenylphosphine palladium complex (6.7 g) and a 2M aqueous sodium carbonate solution (24 mL) were added thereto, and the mixture was heated under stirring at 100° C. for 12 hours. After completion of the reaction, the solvent was evaporated. The residue was extracted with ethyl acetate, washed with water, and dried ... The reactants are COC=1C=CC(=CC1)C=O (anisaldehyde), C(CNC(=O)C1=CC=CC=C1)(=O)O (hippuric acid), C(C)(=O)[O-].[Na+] (sodium acetate). Run in C(C)(=O)OC(C)=O (acetic anhydride). The product is C1(=CC=CC=C1)C=1OC(C(N1)=CC1=CC=C(C=C1)OC)=O (2-phenyl-4-(4-methoxybenzylidene)-5-oxazolone). The yield is 83.0%. As a reaction SMILES: [CH3:1][O:2][C:3]1[CH:4]=[CH:5][C:6]([CH:9]=O)=[CH:7][CH:8]=1.[C:11]([OH:23])(=[O:22])[CH2:12][NH:13][C:14]([C:16]1[CH:21]=[CH:20][CH:19]=[CH:18][CH:17]=1)=O.C([O-])(=O)C.[Na+]>C(OC(=O)C)(=O)C>[C:16]1([C:14]2[O:23][C:11](=[O:22])[C:12](=[CH:9][C:6]3[CH:7]=[CH:8][C:3]([O:2][CH3:1])=[CH:4][CH:5]=3)[N:13]=2)[CH:17]=[CH:18][CH:19]=[CH:20][CH:21]=1 |f:2.3|. Reported procedure: 20 ml of anisaldehyde, 50 ml of acetic anhydride, 33.7 g of hippuric acid and 6.7 g of sodium acetate were mixed well and heated on a water bath for 30 minutes. The precipitated crystals were washed with hot water and then filtered. They were then recrystallized from benzene and dried to obtain 40 g of 2-phenyl-4-(4-methoxybenzylidene)-5-oxazolone. Yield: 83%. Reactants: O (water), C(C1=CC=CC=C1)C1(C(C2=CC=CC=C2CC1)O)C=1N=CNC1 (2-Benzyl-2-(1H-imidazol-4-yl)-1,2,3,4-tetrahydronaphthalen-1-ol), [OH-].[Na+] (NaOH). Solvent: CS(=O)(=O)O (CH3SO3H). Run at temperature 140 celsius. Product: C1=CC=CC=2CCC3(CC=4C=CC=CC4C3C21)C=2N=CNC2 (4-(5,6,7,11b-Tetrahydro-benzo[c]fluoren-6a-yl)-1H-imidazole). Reaction SMILES: [CH2:1]([C:8]1([C:19]2[N:20]=[CH:21][NH:22][CH:23]=2)[CH2:17][CH2:16][C:15]2[C:10](=[CH:11][CH:12]=[CH:13][CH:14]=2)[CH:9]1O)[C:2]1[CH:7]=[CH:6][CH:5]=[CH:4][CH:3]=1.O.[OH-].[Na+]>CS(O)(=O)=O>[CH:11]1[C:16]2[CH:17]3[C:8]([C:19]4[N:20]=[CH:21][NH:22][CH:23]=4)([CH2:1][C:2]4[CH:3]=[CH:4][CH:5]=[CH:6][C:7]=43)[CH2:9][CH2:10][C:15]=2[CH:14]=[CH:13][CH:12]=1 |f:2.3|. Reported procedure: 2-Benzyl-2-(1H-imidazol-4-yl)-1,2,3,4-tetrahydronaphthalen-1-ol (0.68 g) was dissolved in CH3SO3H (17 ml) and heated at 140° C. for 3 hours. After cooling in an ice bath, water (80 ml) was added and pH was adjusted to 11.5-13.5 with 48% NaOH solution. The precipitated crude product (0.41 g) was filtered and washed with water. An analytical sample was purified by flash chromatography using methylene chloride/methanol (95/5) as eluent. Reactants: FC1=C(C=CC=C1)N=C=O (1-fluoro-2-isocyanatobenzene), Cl.CN1CCN(CC1)C1=NC(=NC(=C1)C1=CC=C2CCNCC2=C1)N (4-(4-methylpiperazin-1-yl)-6-(1,2,3,4-tetrahydroisoquinolin-7-yl)pyrimidin-2-amine HCl salt). Product: NC1=NC(=CC(=N1)C1=CC=C2CCN(CC2=C1)C(=O)NC1=C(C=CC=C1)F)N1CCN(CC1)C (7-[2-Amino-6-(4-methylpiperazin-1-yl)pyrimidin-4-yl]-N-(2-fluorophenyl)-3,4-dihydroisoquinoline-2(1H)-carboxamide). RXN SMILES: [F:1][C:2]1[CH:7]=[CH:6][CH:5]=[CH:4][C:3]=1[N:8]=[C:9]=[O:10].Cl.[CH3:12][N:13]1[CH2:18][CH2:17][N:16]([C:19]2[CH:24]=[C:23]([C:25]3[CH:34]=[C:33]4[C:28]([CH2:29][CH2:30][NH:31][CH2:32]4)=[CH:27][CH:26]=3)[N:22]=[C:21]([NH2:35])[N:20]=2)[CH2:15][CH2:14]1>>[NH2:35][C:21]1[N:22]=[C:23]([C:25]2[CH:34]=[C:33]3[C:28]([CH2:29][CH2:30][N:31]([C:9]([NH:8][C:3]4[CH:4]=[CH:5][CH:6]=[CH:7][C:2]=4[F:1])=[O:10])[CH2:32]3)=[CH:27][CH:26]=2)[CH:24]=[C:19]([N:16]2[CH2:15][CH2:14][N:13]([CH3:12])[CH2:18][CH2:17]2)[N:20]=1 |f:1.2|. Procedure details: This compound was prepared by using procedures analogous to those described for the synthesis of Example 5 starting from 1-fluoro-2-isocyanatobenzene (Aldrich, Cat. #159352) and 4-(4-methylpiperazin-1-yl)-6-(1,2,3,4-tetrahydroisoquinolin-7-yl)pyrimidin-2-amine HCl salt. Analytic LCMS (M+H)+: m/z=462.2.